From a dataset of the Open Reaction Database (ORD), a public repository of structured organic reaction records. describe an organic reaction: reactants, conditions, products, and yield The reactants are resultant mixture, C([O-])(O)=O (bicarbonate), C(C)N(C(=O)C1CN2CC(C1CC2)=O)CC (N,N-Diethyl-5oxo-1-azabicyclo[2.2.2]octane-3-carboxamide), C(C1=CC=CC=C1)(=O)[C@]([C@](C(=O)O)(O)C(C1=CC=CC=C1)=O)(O)C(=O)O ((-)-dibenzoyl-L-tartaric acid), monohydrate, monohydrate, amine. Solvent: C(C)O (ethanol), C(C)O (ethanol). Reaction conditions: time 8 hour. The product is C(C)N(C(=O)[C@@H]1CN2CC([C@H]1CC2)=O)CC ((-)-(3S,4S)-N,N-diethyl-5-oxo-1-azabicyclo[2.2.2]-octane-3-carboxamide). Isolated yield 40.5%. Reaction SMILES: [CH2:1]([N:3]([CH2:15][CH3:16])[C:4]([CH:6]1[CH:11]2[CH2:12][CH2:13][N:8]([CH2:9][C:10]2=[O:14])[CH2:7]1)=[O:5])[CH3:2].C([C@@](C(O)=O)(O)[C@@](C(=O)C1C=CC=CC=1)(O)C(O)=O)(=O)C1C=CC=CC=1.C(=O)(O)[O-]>C(O)C>[CH2:15]([N:3]([CH2:1][CH3:2])[C:4]([C@H:6]1[C@@H:11]2[CH2:12][CH2:13][N:8]([CH2:9][C:10]2=[O:14])[CH2:7]1)=[O:5])[CH3:16]. Procedure: (3R*, 4R*)-N,N-Diethyl-5oxo-1-azabicyclo[2.2.2]octane-3-carboxamide (180 g, 0.804 mol) and (-)-dibenzoyl-L-tartaric acid (L-DBT) monohydrate (211 g, 0.561 mol) were added to ethanol (3.65L), and the resultant mixture was heated at reflux until a clear solution was obtained. The solution was rapidly cooled down to c.a. 40° C. in a water-bath, and allowed to stand overnight to form crystals, which were collected by filtration. The obtained crystals (100.5 g, 21.5%) were found to be (+)-(3R,4R)-N,N... Starting materials: CC1=NN=C(S1)N1C(N(CCC1O)C)=O (Tetrahydro-1-(5-methyl-1,3,4-thiadiazol-2-yl)-3-methyl-6-hydroxy-2(1H)-pyrimidinone), N1=CC=CC=C1 (pyridine), N1=CC=CC=C1 (pyridine), ClC(=S)OC (methyl chlorothioformate). Reaction conditions: time 15 minute. Product: CC1=NN=C(S1)N1C(N(CCC1OC(=S)C)C)=O (tetrahydro-1-(5-methyl-1,3,4-thiadiazol-2-yl)-3-methyl-6-methylthiocarbonyloxy-2(1H)-pyrimidinone). As a reaction SMILES: [CH3:1][C:2]1[S:6][C:5]([N:7]2[CH:12]([OH:13])[CH2:11][CH2:10][N:9]([CH3:14])[C:8]2=[O:15])=[N:4][N:3]=1.Cl[C:17](OC)=[S:18].N1C=CC=C[CH:22]=1>>[CH3:1][C:2]1[S:6][C:5]([N:7]2[CH:12]([O:13][C:17]([CH3:22])=[S:18])[CH2:11][CH2:10][N:9]([CH3:14])[C:8]2=[O:15])=[N:4][N:3]=1. Procedure details: Tetrahydro-1-(5-methyl-1,3,4-thiadiazol-2-yl)-3-methyl-6-hydroxy-2(1H)-pyrimidinone (0.05 mole) dissolved in pyridine (80 ml) is charged into a glass reaction vessel equipped with a mechanical stirrer and thermometer. The solution is cooled to a temperature of about 10° C. and methyl chlorothioformate (0.06 mole) dissolved in pyridine (25 ml) is slowly added with stirring over a period of about 15 minutes. After the addition is completed, the reaction mixture is warmed to room temperature and is... Reactants: CN(C)C=C[N+](=O)[O-], ClCCl, Fc1ccc2cc[nH]c2c1, O, O=C(O)C(F)(F)F. Yields the product O=[N+]([O-])C=Cc1c[nH]c2cc(F)ccc12. Reaction SMILES: [CH3:18][N:19]([CH:20]=[CH:21][N+:22](=[O:23])[O-:24])[CH3:25].[Cl:27][CH2:28][Cl:29].[F:1][c:2]1[cH:3][cH:4][c:5]2[cH:6][cH:7][nH:8][c:9]2[cH:10]1.[OH2:26].[OH:11][C:12]([C:13]([F:14])([F:15])[F:16])=[O:17]>>[F:1][c:2]1[cH:3][cH:4][c:5]2[c:6]([CH:20]=[CH:21][N+:22](=[O:23])[O-:24])[cH:7][nH:8][c:9]2[cH:10]1. Reactants: ClC=1C=CC(=C(C1)C1=CC(N(C=C1OCC)C(C(=O)NC1=CC=C(C(=O)OC(C)(C)C)C=C1)C)=O)C#N (tert-butyl 4-({2-[4-(5-chloro-2-cyanophenyl)-5-ethoxy-2-oxopyridin-1(2H)-yl]propanoyl}amino)benzoate), C(=O)(C(F)(F)F)O (TFA). As a reaction SMILES: [Cl:1][C:2]1[CH:3]=[CH:4][C:5]([C:36]#[N:37])=[C:6]([C:8]2[C:13]([O:14][CH2:15][CH3:16])=[CH:12][N:11]([CH:17]([CH3:34])[C:18]([NH:20][C:21]3[CH:33]=[CH:32][C:24]([C:25]([O:27]C(C)(C)C)=[O:26])=[CH:23][CH:22]=3)=[O:19])[C:10](=[O:35])[CH:9]=2)[CH:7]=1.C(O)(C(F)(F)F)=O>>[Cl:1][C:2]1[CH:3]=[CH:4][C:5]([C:36]#[N:37])=[C:6]([C:8]2[C:13]([O:14][CH2:15][CH3:16])=[CH:12][N:11]([CH:17]([CH3:34])[C:18]([NH:20][C:21]3[CH:33]=[CH:32][C:24]([C:25]([OH:27])=[O:26])=[CH:23][CH:22]=3)=[O:19])[C:10](=[O:35])[CH:9]=2)[CH:7]=1. Reported procedure: 32 mg (purity 89%, 0.06 mmol) of tert-butyl 4-({2-[4-(5-chloro-2-cyanophenyl)-5-ethoxy-2-oxopyridin-1(2H)-yl]propanoyl}amino)benzoate (racemate) were hydrolysed with TFA according to General Method 2. Yield: 11 mg (44% of theory) Yields the product ClC=1C=CC(=C(C1)C1=CC(N(C=C1OCC)C(C(=O)NC1=CC=C(C(=O)O)C=C1)C)=O)C#N (4-({2-[4-(5-Chloro-2-cyanophenyl)-5-ethoxy-2-oxopyridin-1(2H)-yl]propanoyl}amino)benzoic acid). Starting materials: O=C([O-])[O-], O=C(Cl)c1ccccc1, C1CCOC1, Cl, [K+], [K+], Nc1ccc([N+](=O)[O-])cc1. Product: O=C(Nc1ccc([N+](=O)[O-])cc1)c1ccccc1. Reaction SMILES: [C:11](=[O:12])([O-:13])[O-:14].[C:17]([c:18]1[cH:19][cH:20][cH:21][cH:22][cH:23]1)(=[O:24])[Cl:25].[CH2:27]1[O:28][CH2:29][CH2:30][CH2:31]1.[ClH:26].[K+:15].[K+:16].[NH2:1][c:2]1[cH:3][cH:4][c:5]([N+:8]([O-:9])=[O:10])[cH:6][cH:7]1>>[NH:1]([c:2]1[cH:3][cH:4][c:5]([N+:8]([O-:9])=[O:10])[cH:6][cH:7]1)[C:17]([c:18]1[cH:19][cH:20][cH:21][cH:22][cH:23]1)=[O:24].